Dataset: the Open Reaction Database (ORD), a public repository of structured organic reaction records. Task: describe an organic reaction: reactants, conditions, products, and yield Starting materials: CCC(C)=O, CN(C)S(=O)(=O)CCCCl, [I-], [Na+]. Yields the product CN(C)S(=O)(=O)CCCI. RXN SMILES: [CH3:13][C:14](=[O:15])[CH2:16][CH3:17].[CH3:1][N:2]([S:3](=[O:4])(=[O:5])[CH2:6][CH2:7][CH2:8][Cl:9])[CH3:10].[I-:12].[Na+:11]>>[CH3:1][N:2]([S:3](=[O:4])(=[O:5])[CH2:6][CH2:7][CH2:8][I:12])[CH3:10]. Run in CN(C=O)C (dimethylformamide), CN(C=O)C (N,N-dimethylformamide). The product is C(C)(=O)OCC=1CS[C@H]2N(C1C(=O)OCOC(C)=O)C([C@H]2NC(\C(\C=2OC=CC2)=N/OCC(NOC)=O)=O)=O (Acetoxymethyl (6R,7R)-3-acetoxymethyl-7-[Z-2-methoxycarbamoylmethoxyimino-2-(fur-2-yl)acetamido]-ceph-3-em-4-carboxylate). Procedure: (6R,7R)-3-Acetoxymethyl-7-[Z-2-methoxycarbamoylmethoxyimino-2-(fur-2-yl)acetamido]-ceph-3-em-4-carboxylic acid (992 mg) was dissolved in dry N,N-dimethylformamide (8 ml). Dried potassium carbonate (138 mg) was added and the mixture was stirred at 0°. Iodomethyl acetate (1.1 g) in a little dimethylformamide was added, stirring was continued at 0° for 1 hr, and the mixture was poured into hydrochloric acid (N, 50 ml) and extracted with ethyl acetate (3×50 ml). The ethyl acetate extracts were washe... RXN SMILES: [C:1]([O:4][CH2:5][C:6]1[CH2:7][S:8][C@@H:9]2[C@H:16]([NH:17][C:18](=[O:33])/[C:19](=[N:25]\[O:26][CH2:27][C:28](=[O:32])[NH:29][O:30][CH3:31])/[C:20]3[O:21][CH:22]=[CH:23][CH:24]=3)[C:15](=[O:34])[N:10]2[C:11]=1[C:12]([OH:14])=[O:13])(=[O:3])[CH3:2].C(=O)([O-])[O-].[K+].[K+].[C:41]([O:44][CH2:45]I)(=[O:43])[CH3:42].Cl>CN(C)C=O>[C:1]([O:4][CH2:5][C:6]1[CH2:7][S:8][C@@H:9]2[C@H:16]([NH:17][C:18](=[O:33])/[C:19](=[N:25]\[O:26][CH2:27][C:28](=[O:32])[NH:29][O:30][CH3:31])/[C:20]3[O:21][CH:22]=[CH:23][CH:24]=3)[C:15](=[O:34])[N:10]2[C:11]=1[C:12]([O:14][CH2:45][O:44][C:41](=[O:43])[CH3:42])=[O:13])(=[O:3])[CH3:2] |f:1.2.3|. Reactants: C(C)(=O)OCI (Iodomethyl acetate), Cl (hydrochloric acid), C(C)(=O)OCC=1CS[C@H]2N(C1C(=O)O)C([C@H]2NC(\C(\C=2OC=CC2)=N/OCC(NOC)=O)=O)=O ((6R,7R)-3-Acetoxymethyl-7-[Z-2-methoxycarbamoylmethoxyimino-2-(fur-2-yl)acetamido]-ceph-3-em-4-carboxylic acid), C([O-])([O-])=O.[K+].[K+] (potassium carbonate). Conditions: time 1 hour. The reactants are C1(=CC=CC=C1)O (phenol), C1(=CC=CC=C1)C1=C(C(=CC=C1)C1=CC=CC=C1)O (2,6-diphenylphenol), ClC1=C(C=C(C=C1)Cl)Cl (1,2,4-trichlorobenzene), ClC=1C(=C(C=CC1)Cl)Cl (trichlorobenzene). Run in CS(=O)(=O)O (Methanesulfonic acid). Conditions: time 48 hour. Yields the product C1(=CC=CC=C1)C=1C=C(C=C(C1O)C1=CC=CC=C1)C1C2=CC=CC=C2C=2C=CC=CC12 (9-(3,5diphenyl-4-hydroxyphenyl)fluorene). Isolated yield 90.0%. Reaction SMILES: [C:1]1([C:7]2[CH:12]=[CH:11][CH:10]=[C:9]([C:13]3[CH:18]=[CH:17][CH:16]=[CH:15][CH:14]=3)[C:8]=2[OH:19])[CH:6]=[CH:5][CH:4]=[CH:3][CH:2]=1.Cl[C:21]1[CH:26]=[CH:25][C:24](Cl)=[CH:23][C:22]=1Cl.Cl[C:30]1[C:31](Cl)=[C:32](Cl)[CH:33]=[CH:34][CH:35]=1.[C:38]1(O)C=CC=CC=1>CS(O)(=O)=O>[C:13]1([C:9]2[CH:10]=[C:11]([CH:38]3[C:30]4[CH:31]=[CH:32][CH:33]=[CH:34][C:35]=4[C:22]4[C:21]3=[CH:26][CH:25]=[CH:24][CH:23]=4)[CH:12]=[C:7]([C:1]3[CH:6]=[CH:5][CH:4]=[CH:3][CH:2]=3)[C:8]=2[OH:19])[CH:14]=[CH:15][CH:16]=[CH:17][CH:18]=1. Procedure details: In a 2 L, 3-necked round-bottomed flask equipped with a Vigreux column and a vacuum distillation setup was charged 9,9-DPHPF (75.0 g, 0.20 mol), 2,6-diphenylphenol (DPP; 295 g, 1.20 mol) and 1,2,4-trichlorobenzene (1 L). Methanesulfonic acid (250 mL) was then added and the resulting red suspension was stirred at room temperature. A vacuum was applied and the mixture was slowly heated up to 80° C. At this stage the trichlorobenzene started to reflux and phenol began to distill off. The vacuum dis... Reactants: NC1=C(C2=C(CN(CC2)C)S1)C#N (2-amino-3-cyano-6-methyl-4,5,6,7-tetrahydrothieno[2,3-c]pyridine), C(C)(=O)OC(C)=O (acetic anhydride). The solvent is C(OCC)(OCC)OCC (triethyl orthoformate). Product: C(C)OC=NC1=C(C2=C(CN(CC2)C)S1)C#N (2-Ethoxymethyleneamino-3-cyano-6-methyl-4, 5,6,7-tetrahydrothieno[2,3-c]pyridine). The yield is 3.0%. As a reaction SMILES: [NH2:1][C:2]1[S:11][C:5]2[CH2:6][N:7]([CH3:10])[CH2:8][CH2:9][C:4]=2[C:3]=1[C:12]#[N:13].[C:14]([O:17][C:18](=O)C)(=O)[CH3:15]>C(OCC)(OCC)OCC>[CH2:14]([O:17][CH:18]=[N:1][C:2]1[S:11][C:5]2[CH2:6][N:7]([CH3:10])[CH2:8][CH2:9][C:4]=2[C:3]=1[C:12]#[N:13])[CH3:15]. Reported procedure: 46.0 g (238 mmol) of 2-amino-3-cyano-6-methyl-4,5,6,7-tetrahydrothieno[2,3-c]pyridine in 250 ml of triethyl orthoformate were mixed with 3.5 ml of acetic anhydride and refluxed under nitrogen for 4 h. The mixture was then filtered hot under suction, and the filtrate was completely evaporated in a rotary evaporator at 80° C. The residue was taken up in 300 ml of methyl t-butyl ether and heated to boiling. After removal of the insoluble solids by filtration with suction, 45.4 g (77%) of product cr... As a reaction SMILES: [BH4-:24].[CH2:1]1[NH:2][CH2:3][CH2:4][c:5]2[nH:6][c:7]3[c:8]([S:14][c:15]4[cH:16][cH:17][c:18]([CH3:21])[cH:19][cH:20]4)[cH:9][cH:10][cH:11][c:12]3[c:13]21.[CH2:22]=[O:23].[CH3:26][OH:27].[Na+:25]>>[CH2:1]1[N:2]([CH3:22])[CH2:3][CH2:4][c:5]2[nH:6][c:7]3[c:8]([S:14][c:15]4[cH:16][cH:17][c:18]([CH3:21])[cH:19][cH:20]4)[cH:9][cH:10][cH:11][c:12]3[c:13]21. Yields the product Cc1ccc(Sc2cccc3c4c([nH]c23)CCN(C)C4)cc1. Starting materials: [BH4-], Cc1ccc(Sc2cccc3c4c([nH]c23)CCNC4)cc1, C=O, CO, [Na+]. Reactants: BrC1=C(C(=O)OCC)C=CC(=C1OCC(=O)CC)Br (ethyl 2,4-dibromo-3-(ethylcarbonylmethoxy)benzoate), [OH-].[Na+] (NaOH). Run in C1CCOC1 (THF), O (water). Run at time 12 hour. The product is BrC1=C(C(=O)O)C=CC(=C1OCC(=O)CC)Br (2,4-Dibromo-3-(ethylcarbonylmethoxy)benzoic acid). Reaction SMILES: [Br:1][C:2]1[C:12]([O:13][CH2:14][C:15]([CH2:17][CH3:18])=[O:16])=[C:11]([Br:19])[CH:10]=[CH:9][C:3]=1[C:4]([O:6]CC)=[O:5].[OH-].[Na+]>C1COCC1.O>[Br:1][C:2]1[C:12]([O:13][CH2:14][C:15]([CH2:17][CH3:18])=[O:16])=[C:11]([Br:19])[CH:10]=[CH:9][C:3]=1[C:4]([OH:6])=[O:5] |f:1.2|. Procedure details: 1.280 g (3.20 mmol) of ethyl 2,4-dibromo-3-(ethylcarbonylmethoxy)benzoate were dissolved in 15 ml of THF and 15 ml of water, and 0.143 g (3.6 mmol) of NaOH was added. The mixture was stirred at RT for 12 h and then evaporated to dryness. The residue was taken up in water, and 6 N HCl was added. The resulting precipitate was filtered off with suction and dried. This gave 2,4-dibromo-3-(ethylcarbonylmethoxy)benzoic acid in the form of a white solid. Reactants: resultant solution, ClC1=C2C(=NC(=N1)S(=O)C)N(C(NC2)=O)C2=C(C=CC=C2F)F (5-chloro-1-(2,6-difluorophenyl)-7-(methylsulfinyl)-3,4-dihydropyrimido[4,5-d]pyrimidin-2(1H)-one), N1(CCCC1)C1CCNCC1 (4-(1-pyrrolidinyl)piperidine), C(C)(C)N(C(C)C)CC (N,N-diisopropylethylamine). Solvent: C(Cl)Cl (DCM). Product: DCM DCM[90] MeOH[7] NH4OH[3], ClC1=C2C(=NC(=N1)N1CCC(CC1)N1CCCC1)N(C(NC2)=O)C2=C(C=CC=C2F)F (5-chloro-1-(2,6-difluorophenyl)-7-[4-(1-pyrrolidinyl)-1-piperidinyl]-3,4-dihydropyrimido[4,5-d]pyrimidin-2(1H)-one). The yield is 80.5%. Reaction SMILES: [Cl:1][C:2]1[N:7]=[C:6](S(C)=O)[N:5]=[C:4]2[N:11]([C:16]3[C:21]([F:22])=[CH:20][CH:19]=[CH:18][C:17]=3[F:23])[C:12](=[O:15])[NH:13][CH2:14][C:3]=12.[N:24]1([CH:29]2[CH2:34][CH2:33][NH:32][CH2:31][CH2:30]2)[CH2:28][CH2:27][CH2:26][CH2:25]1.C(N(CC)C(C)C)(C)C>C(Cl)Cl>[Cl:1][C:2]1[N:7]=[C:6]([N:32]2[CH2:33][CH2:34][CH:29]([N:24]3[CH2:28][CH2:27][CH2:26][CH2:25]3)[CH2:30][CH2:31]2)[N:5]=[C:4]2[N:11]([C:16]3[C:21]([F:22])=[CH:20][CH:19]=[CH:18][C:17]=3[F:23])[C:12](=[O:15])[NH:13][CH2:14][C:3]=12. Reported procedure: To a solution of 5-chloro-1-(2,6-difluorophenyl)-7-(methylsulfinyl)-3,4-dihydropyrimido[4,5-d]pyrimidin-2(1H)-one (250 mg, 0.70 mmol) in DCM (10 mL) were added 4-(1-pyrrolidinyl)piperidine (323 mg, 2.1 mmol) and N,N-diisopropylethylamine (0.3 mL, 1.7 mmol). The resultant solution was stirred at room temperature over night. The result mixture was concentrated. CombiFlash chromatography (mobile phase DCM/DCM[90]+MeOH[7]+NH4OH[3]) provided the title compound as a white solid (253 mg, 81%). LC-MS m/... Starting materials: BrC=1N=C(SC1)N1C(CCCC1)=O (1-(4-bromothiazol-2-yl)piperidin-2-one), BrC=1N=C(SC1)N1C(CCCC1)=O (1-(4-bromothiazol-2-yl)piperidin-2-one), C(C)O (ethanol), ClC1=CC=C(C=C1)B(O)O ((4-chlorophenyl) boronic acid), C([O-])([O-])=O.[K+].[K+] (potassium carbonate). The reagents and catalysts are C=1C=CC(=CC1)[P](C=2C=CC=CC2)(C=3C=CC=CC3)[Pd]([P](C=4C=CC=CC4)(C=5C=CC=CC5)C=6C=CC=CC6)([P](C=7C=CC=CC7)(C=8C=CC=CC8)C=9C=CC=CC9)[P](C=1C=CC=CC1)(C=1C=CC=CC1)C=1C=CC=CC1 (tetrakis(triphenylphosphine)palladium(0)). Solvent: C1(=CC=CC=C1)C (toluene). Run at temperature 100 celsius. Yields the product ClC1=CC=C(C=C1)C=1N=C(SC1)N1C(CCCC1)=O (1-(4-(4-chlorophenyl)thiazol-2-yl)piperidin-2-one). Yield: 71.3%. RXN SMILES: Br[C:2]1[N:3]=[C:4]([N:7]2[CH2:12][CH2:11][CH2:10][CH2:9][C:8]2=[O:13])[S:5][CH:6]=1.C(O)C.[Cl:17][C:18]1[CH:23]=[CH:22][C:21](B(O)O)=[CH:20][CH:19]=1.C(=O)([O-])[O-].[K+].[K+]>C1(C)C=CC=CC=1.C1C=CC([P]([Pd]([P](C2C=CC=CC=2)(C2C=CC=CC=2)C2C=CC=CC=2)([P](C2C=CC=CC=2)(C2C=CC=CC=2)C2C=CC=CC=2)[P](C2C=CC=CC=2)(C2C=CC=CC=2)C2C=CC=CC=2)(C2C=CC=CC=2)C2C=CC=CC=2)=CC=1>[Cl:17][C:18]1[CH:23]=[CH:22][C:21]([C:2]2[N:3]=[C:4]([N:7]3[CH2:12][CH2:11][CH2:10][CH2:9][C:8]3=[O:13])[S:5][CH:6]=2)=[CH:20][CH:19]=1 |f:3.4.5,^1:43,45,64,83|. Reported procedure: To a solution of 1-(4-bromothiazol-2-yl)piperidin-2-one (Step-1 of compound 10, 1.0 g, 3.83 mmol) in a mixture of toluene:ethanol (10 ml: 30 ml) were added (4-chlorophenyl) boronic acid (0.72 g, 4.60 mmol) and potassium carbonate (1.06 g, 7.66 mmol) at 25° C. in a tube, the nitrogen gas was bubbled through reaction mixture for 15 minutes. To the reaction mixture was added tetrakis(triphenylphosphine)palladium(0) (0.44 g, 0.38 mmol) under nitrogen the tube was sealed. The reaction mixture was hea... The reactants are solution, N(=NC(=O)[O-])C(=O)OCC (ethyl azodicarboxylate), COC=1C=C(C=CC1OC)C1CC(NN1)=O (5-(3,4-dimethoxyphenyl)-pyrazolin-3-one), C1(=CC=CC=C1)P(C1=CC=CC=C1)C1=CC=CC=C1 (triphenylphosphine), COC=1C=C(C=CC1OC)CCN(C)CCCO (3-[N-(2-(3,4-dimethoxyphenyl)-ethyl)-N-methylamino]-propanol). Run in C1(=CC=CC=C1)C (toluene), CN(C=O)C (dimethylformamide), O1CCCC1 (tetrahydrofuran), O1CCCC1 (tetrahydrofuran). Run at temperature 20 celsius, time 48 hour. Yields the product COC=1C=C(C=CC1OC)CCN(C)CCCOC1=NNC(=C1)C1=CC(=C(C=C1)OC)OC (3-{3-[N-(2-(3,4-Dimethoxyphenyl)-ethyl)-N-methylamino]-propyloxy}-5-(3,4-dimethoxyphenyl)-pyrazole). Yield: 50.6%. As a reaction SMILES: C1(P(C2C=CC=CC=2)C2C=CC=CC=2)C=CC=CC=1.N(C(OCC)=O)=NC([O-])=O.[CH3:30][O:31][C:32]1[CH:33]=[C:34]([CH:40]2[NH:44][NH:43][C:42](=[O:45])[CH2:41]2)[CH:35]=[CH:36][C:37]=1[O:38][CH3:39].[CH3:46][O:47][C:48]1[CH:49]=[C:50]([CH2:56][CH2:57][N:58]([CH2:60][CH2:61][CH2:62]O)[CH3:59])[CH:51]=[CH:52][C:53]=1[O:54][CH3:55]>O1CCCC1.C1(C)C=CC=CC=1.CN(C)C=O>[CH3:46][O:47][C:48]1[CH:49]=[C:50]([CH2:56][CH2:57][N:58]([CH2:60][CH2:61][CH2:62][O:45][C:42]2[CH:41]=[C:40]([C:34]3[CH:35]=[CH:36][C:37]([O:38][CH3:39])=[C:32]([O:31][CH3:30])[CH:33]=3)[NH:44][N:43]=2)[CH3:59])[CH:51]=[CH:52][C:53]=1[O:54][CH3:55]. Reported procedure: 1.31 g of triphenylphosphine were dissolved in 15 ml of tetrahydrofuran. 1.6 ml of a solution of 0.8 ml of ethyl azodicarboxylate in 0.8 ml of toluene were added dropwise to the solution at a temperature of 5° C. After 5 minutes a solution of 1.1 g of 5-(3,4-dimethoxyphenyl)-pyrazolin-3-one in 10 ml of dimethylformamide was added dropwise. After 20 minutes a solution of 1.26 g of 3-[N-(2-(3,4-dimethoxyphenyl)-ethyl)-N-methylamino]-propanol in 10 ml of tetrahydrofuran was added dropwise. The reac... Reactants: C(C(CO)(CO)N)O.Cl (Tris HCl), [Na+].[Cl-] (NaCl), [Mg+2].[Cl-].[Cl-] (MgCl2), C1CN(CCC12C(=O)NCN2C3=CC=CC=C3)CCCC(=O)C4=CC=C(C=C4)F ([3H]spiperone), CC(C)(C)[C@]1(CCN2C[C@@H]3C=4C=CC=CC4CCC5=C3C(=CC=C5)[C@H]2C1)O ((+)-butaclamol). Run at time 15 minute. Yields the product NCCC1=CC(O)=C(O)C=C1 (Dopamine). RXN SMILES: C1C2(N(C3C=CC=CC=3)CNC2=O)CCN(CCC[C:21]([C:23]2[CH:28]=[CH:27][C:26](F)=CC=2)=[O:22])C1.C(O)[C:31](N)([CH2:34][OH:35])[CH2:32]O.Cl.[Na+].[Cl-].[Mg+2].[Cl-].[Cl-].CC([C@]1(O)C[C@H]2[N:51](C[C@H]3C4C2=CC=CC=4CCC2C=CC=CC3=2)CC1)(C)C>>[NH2:51][CH2:26][CH2:27][C:28]1[CH:32]=[CH:31][C:34]([OH:35])=[C:21]([OH:22])[CH:23]=1 |f:1.2,3.4,5.6.7|. Procedure: 0.5 mL aliquots of the membrane preparation were incubated with unlabeled drugs, and 0.15 nM [3H]spiperone in a final volume of 1 mL containing 50 mM Tris HCl, 120 mM NaCl and 1 mM MgCl2 (pH 7.7). Nonspecific binding was measured in the presence of 100 nM (+)-butaclamol. After 15 minutes of incubation at 37° C., samples were filtered rapidly through Whatman GF/C glass filters under negative pressure, and washed three times with ice-cold binding buffer (5 mL).